From a dataset of the Open Reaction Database (ORD), a public repository of structured organic reaction records. describe an organic reaction: reactants, conditions, products, and yield Starting materials: C(CC)C1C(NS(N1)(=O)=O)=O (4-propyl-1,2,5-thiadiazolidin-3-one 1,1-dioxide), C1(=CC=CC=C1)SCCl (phenylthiomethyl chloride). Reagents/catalysts: [Br-].C(CCC)[N+](CCCC)(CCCC)CCCC (tetrabutylammonium bromide). The solvent is C1(=CC=CC=C1)C (toluene). Yields the product C1(=CC=CC=C1)SCN1S(NC(C1=O)CCC)(=O)=O (2-phenylthiomethyl-4-propyl-1,2,5-thiadiazolidin-3-one 1,1-dioxide). The yield is 62.6%. Reaction SMILES: [CH2:1]([CH:4]1[NH:8][S:7](=[O:10])(=[O:9])[NH:6][C:5]1=[O:11])[CH2:2][CH3:3].[C:12]1([S:18][CH2:19]Cl)[CH:17]=[CH:16][CH:15]=[CH:14][CH:13]=1>C1(C)C=CC=CC=1.[Br-].C([N+](CCCC)(CCCC)CCCC)CCC>[C:12]1([S:18][CH2:19][N:6]2[C:5](=[O:11])[CH:4]([CH2:1][CH2:2][CH3:3])[NH:8][S:7]2(=[O:9])=[O:10])[CH:17]=[CH:16][CH:15]=[CH:14][CH:13]=1 |f:3.4|. Procedure details: To a mixture of 4-propyl-1,2,5-thiadiazolidin-3-one 1,1-dioxide (5.1 g, 28.65 mmol)suspended in 210 ml of toluene was added phenylthiomethyl chloride (4.93 g, 31.49 mmol) and tetrabutylammonium bromide (0.92 g, 2.86 mmol). The resulting mixture was refluxed for 18 hours, cooled, filtered, and the filtrate was concentrated in vacuo. The residue was purified by column chromatography to afford 5.39 g (63%) of 2-phenylthiomethyl-4-propyl-1,2,5-thiadiazolidin-3-one 1,1-dioxide (Formula VI: R1 =H; R2 ... Starting materials: C1(=CC=CC=C1)S(=O)(=O)Cl (benzenesulfonyl chloride), CN1CCC(CC1)C1=CNC2=CC=C(C=C12)O (3-(1-methylpiperidin-4-yl)-5-hydroxy-1H-indole), [OH-].[Na+] (sodium hydroxide). The solvent is C1CCOC1 (THF). Product: CN1CCC(CC1)C1=CNC2=CC=C(C=C12)OS(=O)(=O)C1=CC=CC=C1 (Benzenesulfonic acid 3-(1-methylpiperidin-4-yl)-1H-indol-5-yl ester). Yield: 75.7%. As a reaction SMILES: [C:1]1([S:7](Cl)(=[O:9])=[O:8])[CH:6]=[CH:5][CH:4]=[CH:3][CH:2]=1.[CH3:11][N:12]1[CH2:17][CH2:16][CH:15]([C:18]2[C:26]3[C:21](=[CH:22][CH:23]=[C:24]([OH:27])[CH:25]=3)[NH:20][CH:19]=2)[CH2:14][CH2:13]1.[OH-].[Na+]>C1COCC1>[CH3:11][N:12]1[CH2:17][CH2:16][CH:15]([C:18]2[C:26]3[C:21](=[CH:22][CH:23]=[C:24]([O:27][S:7]([C:1]4[CH:6]=[CH:5][CH:4]=[CH:3][CH:2]=4)(=[O:9])=[O:8])[CH:25]=3)[NH:20][CH:19]=2)[CH2:14][CH2:13]1 |f:2.3|. Procedure: By a method similar to Example 31, using benzenesulfonyl chloride (280 μL, 2.2 mmol), 3-(1-methylpiperidin-4-yl)-5-hydroxy-1H-indole (418 mg, 1.8 mmol) in 0.2 N sodium hydroxide (10 mL, 2.0 mmol) and THF (6 mL) gave 650 mg of an off white solid. The crude product was recrystallized from ethyl acetate to give 505 mg (75%) of tan needles: mp=192-194° C.; MS(m/e): 370 (M+); Calculated for C20H22N2O3S: C, 64.84; H, 5.99; N, 7.56. Found: C, 64.92; H, 6.19; N, 7.67. Reactants: Cc1ccc([Mg]Br)cc1 (effective_coupling_partner), c1ccccc1c2ccc(OC)cc2 (substrate). The reagents and catalysts are ItBu. Conditions: temperature 60 celsius, time 24 hour. The product is COc2ccc(c1ccccc1)cc2. The solvent is C(Cl)Cl (CH2Cl2), CN(C)C=O (DMF), C(Cl)Cl (CH2Cl2). Yields the product [C@H]1(CCCC2=CC=CC=C12)NC(=O)C=1COCC1 ((R)—N-(1,2,3,4-tetrahydronaphthalen-1-yl)-2,5-dihydrofuran-3-carboxamide). Conditions: time 24 hour. As a reaction SMILES: [O:1]1[CH:5]=[CH:4][C:3]([C:6]([OH:8])=O)=[CH:2]1.C1C=CC2N(O)N=NC=2C=1.CCN=C=NCCCN(C)C.Cl.[C@H:31]1([NH2:41])[C:40]2[C:35](=[CH:36][CH:37]=[CH:38][CH:39]=2)[CH2:34][CH2:33][CH2:32]1>C(Cl)Cl.CN(C=O)C>[C@H:31]1([NH:41][C:6]([C:3]2[CH2:2][O:1][CH2:5][CH:4]=2)=[O:8])[C:40]2[C:35](=[CH:36][CH:37]=[CH:38][CH:39]=2)[CH2:34][CH2:33][CH2:32]1 |f:2.3|. Procedure: To a solution of furan-3-carboxylic acid (100 mg, 0.68 mmol), HOBt (240 mg, 1.78 mmol) and EDCI.HCl (196 mg, 1.03 mmol) in CH2Cl2 (8 mL) and DMF (1.5 mL) at 0° C., was added (R)-1,2,3,4-tetrahydronaphthalen-1-amine (160 μL, 1.06 mmol). The reaction was stirred at rt for 24 h, after which CH2Cl2 was added. The resulting solution was washed with saturated NaHCO3, H2O, brine, dried over MgSO4 and concentrated in vacuo. Recrystallization from EtOH/H2O afforded (R)—N-(1,2,3,4-tetrahydronaphthalen-1-y... The reactants are O1C=C(C=C1)C(=O)O (furan-3-carboxylic acid), C=1C=CC2=C(C1)N=NN2O (HOBt), CCN=C=NCCCN(C)C.Cl (EDCI.HCl), [C@H]1(CCCC2=CC=CC=C12)N ((R)-1,2,3,4-tetrahydronaphthalen-1-amine). Starting materials: BrC1=C(N)C=CC(=C1)F (2-Bromo-4-fluoroaniline), ClCCl (dichloromethane), C(Cl)Cl (DCM), BrC1=C(C=CC(=C1)F)NC(=O)C=1CN(CCC1)C(=O)OC(C)(C)C (t-Butyl 3-(2-bromo-4-fluorophenylcarbamoyl)-1,2,5,6-tetrahydropyridine-1-carboxylate), COC(=O)C=1CN(CCC1)C(=O)OC(C)(C)C (5,6-dihydro-2H-pyridine-1,3-dicarboxylic acid 1-t-butyl ester 3-methyl ester), C(Cl)Cl (DCM), C(=O)(O)[O-].[Na+] (NaHCO3), C[Al](C)C (trimethylaluminium). The product is Cl.FC=1C=C2C(=CC1)NC(C21CNCCC1)=O (5-Fluorospiro[indoline-3,3′-piperidin]-2-one Hydrochloride). The yield is 86.0%. As a reaction SMILES: Br[C:2]1[CH:7]=[C:6]([F:8])[CH:5]=[CH:4][C:3]=1[NH:9][C:10]([C:12]1[CH2:13][N:14](C(OC(C)(C)C)=O)[CH2:15][CH2:16][CH:17]=1)=[O:11].BrC1C=C(F)C=CC=1N.C[Al](C)C.COC(C1CN(C(OC(C)(C)C)=O)CCC=1)=O.C([O-])(O)=O.[Na+].[Cl:60]CCl>>[ClH:60].[F:8][C:6]1[CH:5]=[C:4]2[C:12]3([CH2:17][CH2:16][CH2:15][NH:14][CH2:13]3)[C:10](=[O:11])[NH:9][C:3]2=[CH:2][CH:7]=1 |f:4.5,7.8|. Procedure: t-Butyl 3-(2-bromo-4-fluorophenylcarbamoyl)-1,2,5,6-tetrahydropyridine-1-carboxylate. 2-Bromo-4-fluoroaniline (2.53 g, 13.3 mmol) was dissolved in dichloromethane (30 mL) under N2-atmosphere and trimethylaluminium (2.0 M in hexanes, 8 mL) was added. The solution was stirred during 15 minutes, whereupon a solution of 5,6-dihydro-2H-pyridine-1,3-dicarboxylic acid 1-t-butyl ester 3-methyl ester (3.67 g, 13.3 mmol) in DCM (20 mL) was added. The mixture was refluxed overnight and saturated NaHCO3 was... Reactants: dicyclohexyldicarbodiimide, C(C1=CC=CC=C1)OC(C(=O)O)OCC1=CC=CC=C1 (dibenzyloxyacetic acid), FC(OC=1C=C(N)C=CC1)(F)F (3-trifluoromethoxyaniline). Solvent: C(C)OCC (diethyl ether), C(C)OCC (diethyl ether), C(C)OCC (diethyl ether). Reaction conditions: time 8 hour. Product: C(C1=CC=CC=C1)OC(C(=O)NC1=CC(=CC=C1)OC(F)(F)F)OCC1=CC=CC=C1 (2,2-dibenzyloxy-N(3-trifluoromethoxyphenyl)acetamide). The yield is 27.4%. Reaction SMILES: [CH2:1]([O:8][CH:9]([O:13][CH2:14][C:15]1[CH:20]=[CH:19][CH:18]=[CH:17][CH:16]=1)[C:10]([OH:12])=O)[C:2]1[CH:7]=[CH:6][CH:5]=[CH:4][CH:3]=1.[F:21][C:22]([F:32])([F:31])[O:23][C:24]1[CH:25]=[C:26]([CH:28]=[CH:29][CH:30]=1)[NH2:27]>C(OCC)C>[CH2:14]([O:13][CH:9]([O:8][CH2:1][C:2]1[CH:3]=[CH:4][CH:5]=[CH:6][CH:7]=1)[C:10]([NH:27][C:26]1[CH:28]=[CH:29][CH:30]=[C:24]([O:23][C:22]([F:21])([F:31])[F:32])[CH:25]=1)=[O:12])[C:15]1[CH:20]=[CH:19][CH:18]=[CH:17][CH:16]=1. Procedure details: A solution of dibenzyloxyacetic acid (23.1 g) in diethyl ether (200 ml) was added to a solution of 3-trifluoromethoxyaniline (15 g) in diethyl ether (100 ml). A solution of dicyclohexyldicarbodiimide (16.5 g) in diethyl ether (100 ml) was then added in two portions. The mixture was left overnight and the precipitated solid then filtered off and the filtrate diluted with a mixture of diethyl ether and hexane (5:95) and refrigerated for an hour. The solid which separated was collected and washed w... Starting materials: BrC(C(=O)OC)CCBr (methyl 2,4-dibromobutanoate), C1(CCCCC1)N (cyclohexylamine). RXN SMILES: Br[CH:2]([CH2:7][CH2:8]Br)[C:3]([O:5][CH3:6])=[O:4].[CH:10]1([NH2:16])[CH2:15][CH2:14][CH2:13][CH2:12][CH2:11]1>>[CH:10]1([N:16]2[CH2:8][CH2:7][CH:2]2[C:3]([O:5][CH3:6])=[O:4])[CH2:15][CH2:14][CH2:13][CH2:12][CH2:11]1. Procedure details: The reaction of methyl 2,4-dibromobutanoate 17 with cyclohexylamine 18A yielded methyl 1-(cyclohexyl)azetidine-2-carboxylate as a brown oil (76%). MS ISP (m/e): 198.2 (100) [(M+H)]+. Yield: 76.0%. The product is C1(CCCCC1)N1C(CC1)C(=O)OC (methyl 1-(cyclohexyl)azetidine-2-carboxylate). Reaction conditions: time 8 hour. Procedure details: To a solution of tert-butyl N-[(1S)-1-(4-aminobenzyl)-2-hydoxyethyl]-N-[(2R)-2-(3-chlorophenyl)-2-hydroxyethyl]carbamate (120 mg) in N,N-dimethylformamide (2.0 ml) was added successively 4-phenyl-1H-pyrrole-3-carboxylic acid (64.0 mg) and 1-hydroxybenzotriazole hydrate (46.2 mg). To the mixture was added 1-[3-(dimethylamino)propyl]-3-ethylcarbodiimide hydrochloride (65.6 mg) at room temperature and the mixture was stirred overnight. The mixture was diluted with ethyl acetate (20 ml) and washed w... Run in CN(C=O)C (N,N-dimethylformamide), C(C)(=O)OCC (ethyl acetate). Reactants: NC1=CC=C(C[C@@H](CO)N(C(OC(C)(C)C)=O)C[C@H](O)C2=CC(=CC=C2)Cl)C=C1 (tert-butyl N-[(1S)-1-(4-aminobenzyl)-2-hydoxyethyl]-N-[(2R)-2-(3-chlorophenyl)-2-hydroxyethyl]carbamate), C1(=CC=CC=C1)C=1C(=CNC1)C(=O)O (4-phenyl-1H-pyrrole-3-carboxylic acid), O.ON1N=NC2=C1C=CC=C2 (1-hydroxybenzotriazole hydrate), Cl.CN(CCCN=C=NCC)C (1-[3-(dimethylamino)propyl]-3-ethylcarbodiimide hydrochloride). RXN SMILES: [NH2:1][C:2]1[CH:29]=[CH:28][C:5]([CH2:6][C@H:7]([N:10]([CH2:18][C@@H:19]([C:21]2[CH:26]=[CH:25][CH:24]=[C:23]([Cl:27])[CH:22]=2)[OH:20])[C:11](=[O:17])[O:12][C:13]([CH3:16])([CH3:15])[CH3:14])[CH2:8][OH:9])=[CH:4][CH:3]=1.[C:30]1([C:36]2[C:37]([C:41](O)=[O:42])=[CH:38][NH:39][CH:40]=2)[CH:35]=[CH:34][CH:33]=[CH:32][CH:31]=1.O.ON1C2C=CC=CC=2N=N1.Cl.CN(C)CCCN=C=NCC>CN(C)C=O.C(OCC)(=O)C>[Cl:27][C:23]1[CH:22]=[C:21]([C@@H:19]([OH:20])[CH2:18][N:10]([C@@H:7]([CH2:6][C:5]2[CH:4]=[CH:3][C:2]([NH:1][C:41]([C:37]3[C:36]([C:30]4[CH:31]=[CH:32][CH:33]=[CH:34][CH:35]=4)=[CH:40][NH:39][CH:38]=3)=[O:42])=[CH:29][CH:28]=2)[CH2:8][OH:9])[C:11](=[O:17])[O:12][C:13]([CH3:16])([CH3:14])[CH3:15])[CH:26]=[CH:25][CH:24]=1 |f:2.3,4.5|. The product is ClC=1C=C(C=CC1)[C@H](CN(C(OC(C)(C)C)=O)[C@H](CO)CC1=CC=C(C=C1)NC(=O)C1=CNC=C1C1=CC=CC=C1)O (tert-butyl N-[(2R)-2-(3-chlorophenyl)-2-hydroxyethyl]-N-[(1S)-2-hydroxy-1-[4-[[(4-phenyl-1H-pyrrol-3-yl)carbonyl]amino]benzyl]ethyl]carbamate). Yield: 9.5%. The reactants are ClC=1C=C(C=CC1)C1=NNC(C2=CC=CC=C12)=O (4-(3-chlorophenyl)phthalazin-1(2H)-one), [H-].[Na+] (NaH), BrCC(=O)N(C1=CC2=C(N=C(O2)C)C=C1)C (2-bromo-N-methyl-N-(2-methylbenzo[d]oxazol-6-yl) acetamide). Solvent: CN(C)C=O (DMF), CN(C)C=O (DMF). Conditions: time 30 minute. The product is ClC=1C=C(C=CC1)C1=NN(C(C2=CC=CC=C12)=O)CC(=O)N(C1=CC2=C(N=C(O2)C)C=C1)C (4-(3-chlorophenyl)-1-oxophthalazin-2(1H)-yl-N-methyl-N-(2-methylbenzo[d]oxazol-6-yl)acetamide). The yield is 24.7%. RXN SMILES: [Cl:1][C:2]1[CH:3]=[C:4]([C:8]2[C:17]3[C:12](=[CH:13][CH:14]=[CH:15][CH:16]=3)[C:11](=[O:18])[NH:10][N:9]=2)[CH:5]=[CH:6][CH:7]=1.[H-].[Na+].Br[CH2:22][C:23]([N:25]([CH3:36])[C:26]1[CH:35]=[CH:34][C:29]2[N:30]=[C:31]([CH3:33])[O:32][C:28]=2[CH:27]=1)=[O:24]>CN(C=O)C>[Cl:1][C:2]1[CH:3]=[C:4]([C:8]2[C:17]3[C:12](=[CH:13][CH:14]=[CH:15][CH:16]=3)[C:11](=[O:18])[N:10]([CH2:22][C:23]([N:25]([CH3:36])[C:26]3[CH:35]=[CH:34][C:29]4[N:30]=[C:31]([CH3:33])[O:32][C:28]=4[CH:27]=3)=[O:24])[N:9]=2)[CH:5]=[CH:6][CH:7]=1 |f:1.2|. Procedure: To a solution of 4-(3-chlorophenyl)phthalazin-1(2H)-one (0.5 g, 1.94 mmol) in DMF (20 mL) was added NaH (60%) (0.116 g, 2.91 mmol) portionwise at 0° C. After stirring for 30 min, 2-bromo-N-methyl-N-(2-methylbenzo[d]oxazol-6-yl) acetamide (0.55 g, 1.94 mmol) in DMF (2 mL) was added dropwise and the reaction mixture warmed to rt overnight. The reaction was quenched with water and the solid collected by filtration. The crude was purified by column chromatography (60-70% EtOAc/hexane) to give 2-(4-(...